This data is from the Open Reaction Database (ORD), a public repository of structured organic reaction records. The task is: describe an organic reaction: reactants, conditions, products, and yield Starting materials: Cc1cc(Cl)cc(Br)c1, ClC(Cl)(Cl)Cl, ClCCl, CC(C)(C#N)N=NC(C)(C)C#N, O=C1CCC(=O)N1Br. The product is Clc1cc(Br)cc(CBr)c1. As a reaction SMILES: [Br:1][c:2]1[cH:3][c:4]([CH3:9])[cH:5][c:6]([Cl:8])[cH:7]1.[C:33]([Cl:34])([Cl:35])([Cl:36])[Cl:37].[Cl:30][CH2:31][Cl:32].[N:18]#[C:19][C:20]([N:21]=[N:22][C:23]([C:24]#[N:25])([CH3:26])[CH3:27])([CH3:28])[CH3:29].[O:10]=[C:11]1[N:12]([Br:17])[C:13](=[O:14])[CH2:15][CH2:16]1>>[Br:1][c:2]1[cH:3][c:4]([CH2:9][Br:17])[cH:5][c:6]([Cl:8])[cH:7]1. Reactants: C1CCOC1 (THF), C(C)(C)(C)OC(/C(/CCO[Si](C)(C)C(C)(C)C)=C/C1=CC(=C(C=C1)N1C=NC(=C1)C)OC)=O ((E)-4-(tert-butyldimethylsilanyloxy)-2-(3-methoxy-4-(4-methyl-1H-imidazol-1-yl)benzylidene)butyric acid tert-butyl ester), CCCC[N+](CCCC)(CCCC)CCCC.[F-] (TBAF), O (water). Solvent: C(C)(=O)OCC (ethyl acetate). Run at time 1 hour. Yields the product C(C)(C)(C)OC(/C(/CCO)=C/C1=CC(=C(C=C1)N1C=NC(=C1)C)OC)=O ((E)-4-hydroxy-2-[3-methoxy-4-(4-methyl-1H-imidazol-1-yl)benzylidene]butyric acid tert-butyl ester). The yield is 53.7%. As a reaction SMILES: C1COCC1.[C:6]([O:10][C:11](=[O:38])/[C:12](=[CH:23]/[C:24]1[CH:29]=[CH:28][C:27]([N:30]2[CH:34]=[C:33]([CH3:35])[N:32]=[CH:31]2)=[C:26]([O:36][CH3:37])[CH:25]=1)/[CH2:13][CH2:14][O:15][Si](C(C)(C)C)(C)C)([CH3:9])([CH3:8])[CH3:7].CCCC[N+](CCCC)(CCCC)CCCC.[F-].O>C(OCC)(=O)C>[C:6]([O:10][C:11](=[O:38])/[C:12](=[CH:23]/[C:24]1[CH:29]=[CH:28][C:27]([N:30]2[CH:34]=[C:33]([CH3:35])[N:32]=[CH:31]2)=[C:26]([O:36][CH3:37])[CH:25]=1)/[CH2:13][CH2:14][OH:15])([CH3:9])([CH3:8])[CH3:7] |f:2.3|. Procedure: To a THF (10 mL) solution of (E)-4-(tert-butyldimethylsilanyloxy)-2-(3-methoxy-4-(4-methyl-1H-imidazol-1-yl)benzylidene)butyric acid tert-butyl ester (122 mg), TBAF (1M THF solution, 318 μL) was added, and the reaction solution was agitated at room temperature for 1 hour. After confirming disappearance of the starting materials, water and ethyl acetate were added to the reaction solution, and the organic layer was partitioned. After the obtained organic layer was washed with a saturated saline s... Product: BrC=1C=NC(=NC1)C1=CC=C(C=C1)OCC1=CC=CC=C1 (5-bromo-2-[4-(phenylmethoxy)phenyl]-pyrimidine). Reaction SMILES: Br[C:2]1[N:7]=[CH:6][C:5]([Br:8])=[CH:4][N:3]=1.[C:9]1([CH2:15][O:16][C:17]2[CH:22]=[CH:21][C:20](B(O)O)=[CH:19][CH:18]=2)[CH:14]=[CH:13][CH:12]=[CH:11][CH:10]=1.C1C=C(S([O-])(=O)=O)C=C(P(C2C=CC=C(S([O-])(=O)=O)C=2)C2C=CC=C(S([O-])(=O)=O)C=2)C=1.[Na+].[Na+].[Na+].C(=O)([O-])[O-].[Na+].[Na+]>C1(C)C=CC=CC=1.C([O-])(=O)C.[Pd+2].C([O-])(=O)C.O.C(O)C>[Br:8][C:5]1[CH:4]=[N:3][C:2]([C:20]2[CH:21]=[CH:22][C:17]([O:16][CH2:15][C:9]3[CH:14]=[CH:13][CH:12]=[CH:11][CH:10]=3)=[CH:18][CH:19]=2)=[N:7][CH:6]=1 |f:2.3.4.5,6.7.8,10.11.12|. The reagents and catalysts are C(C)(=O)[O-].[Pd+2].C(C)(=O)[O-] (palladium(II) acetate). Reported procedure: 10.43 g (0.044 mol) of 2,5-dibromopyrimidine, 10 g (0.044 mol) of 4-(phenylmethoxy)benzeneboronic acid, 98.8 mg (0.00044 mol) of palladium(II) acetate, (0.001752 mol) of TPPTS and 9.3 g (0.0876 mol) of sodium carbonate are heated at 80° C. in 100 ml of toluene, 50 ml of ethanol and 30 ml of water for 48 hours. The palladium catalyst is subsequently separated off from the reaction mixture by filtration at 80° C. The lower aqueous phase of the reaction mixture is separated off at 80° C. before the... Starting materials: BrC1=NC=C(C=N1)Br (2,5-dibromopyrimidine), C1(=CC=CC=C1)COC1=CC=C(C=C1)B(O)O (4-(phenylmethoxy)benzeneboronic acid), C1=CC(=CC(=C1)S(=O)(=O)[O-])P(C2=CC(=CC=C2)S(=O)(=O)[O-])C3=CC(=CC=C3)S(=O)(=O)[O-].[Na+].[Na+].[Na+] (TPPTS), C([O-])([O-])=O.[Na+].[Na+] (sodium carbonate). Run in C1(=CC=CC=C1)C (toluene), O (water), C(C)O (ethanol). Isolated yield 96.6%. Starting materials: CCCCOC(=O)C(NC(=O)OC(C)(C)C)OC(C)=O, ClCCl, COc1ccccc1. The product is CCCCOC(=O)C(NC(=O)OC(C)(C)C)c1ccc(OC)cc1. Reaction SMILES: [CH2:1]([CH2:2][CH2:3][CH3:4])[O:5][C:6]([CH:7]([NH:8][C:9](=[O:10])[O:11][C:12]([CH3:13])([CH3:14])[CH3:15])[O:16][C:17](=[O:18])[CH3:19])=[O:20].[CH2:29]([Cl:30])[Cl:31].[CH3:21][O:22][c:23]1[cH:24][cH:25][cH:26][cH:27][cH:28]1>>[CH2:1]([CH2:2][CH2:3][CH3:4])[O:5][C:6]([CH:7]([NH:8][C:9](=[O:10])[O:11][C:12]([CH3:13])([CH3:14])[CH3:15])[c:26]1[cH:25][cH:24][c:23]([O:22][CH3:21])[cH:28][cH:27]1)=[O:20]. The reactants are O=C([O-])O, O=C([O-])[O-], CN(C)C=O, COc1c(C)cc(-c2nc3ccc(Cl)nc3o2)cc1C, [Cs+], [Cs+], Oc1ccccc1F, [Na+]. The product is COc1c(C)cc(-c2nc3ccc(Oc4ccccc4F)nc3o2)cc1C. As a reaction SMILES: [C:15](=[O:16])([OH:17])[O-:18].[C:9](=[O:10])([O-:11])[O-:12].[CH3:40][N:41]([CH3:42])[CH:43]=[O:44].[Cl:20][c:21]1[cH:22][cH:23][c:24]2[c:25]([n:26]1)[o:27][c:28](-[c:30]1[cH:31][c:32]([CH3:39])[c:33]([O:37][CH3:38])[c:34]([CH3:36])[cH:35]1)[n:29]2.[Cs+:13].[Cs+:14].[F:1][c:2]1[c:3]([OH:8])[cH:4][cH:5][cH:6][cH:7]1.[Na+:19]>>[F:1][c:2]1[c:3]([O:8][c:21]2[cH:22][cH:23][c:24]3[c:25]([n:26]2)[o:27][c:28](-[c:30]2[cH:31][c:32]([CH3:39])[c:33]([O:37][CH3:38])[c:34]([CH3:36])[cH:35]2)[n:29]3)[cH:4][cH:5][cH:6][cH:7]1.